Dataset: the Open Reaction Database (ORD), a public repository of structured organic reaction records. Task: describe an organic reaction: reactants, conditions, products, and yield Reactants: O=C([O-])[O-], CCOC(=O)C(C)(Oc1ccc(C2CCCCC2)cc1)C(O)c1ccc(OCc2ccccc2)cc1, CC[SiH](CC)CC, ClCCl, [Na+], [Na+]. Yields the product CCOC(=O)C(C)(Cc1ccc(OCc2ccccc2)cc1)Oc1ccc(C2CCCCC2)cc1. Reaction SMILES: [C:44](=[O:45])([O-:46])[O-:47].[CH2:1]([CH3:2])[O:3][C:4]([C:5]([CH:6]([OH:7])[c:8]1[cH:9][cH:10][c:11]([O:14][CH2:15][c:16]2[cH:17][cH:18][cH:19][cH:20][cH:21]2)[cH:12][cH:13]1)([CH3:22])[O:23][c:24]1[cH:25][cH:26][c:27]([CH:30]2[CH2:31][CH2:32][CH2:33][CH2:34][CH2:35]2)[cH:28][cH:29]1)=[O:36].[CH2:37]([SiH:38]([CH2:39][CH3:40])[CH2:41][CH3:42])[CH3:43].[Cl:50][CH2:51][Cl:52].[Na+:48].[Na+:49]>>[CH2:1]([CH3:2])[O:3][C:4]([C:5]([CH2:6][c:8]1[cH:9][cH:10][c:11]([O:14][CH2:15][c:16]2[cH:17][cH:18][cH:19][cH:20][cH:21]2)[cH:12][cH:13]1)([CH3:22])[O:23][c:24]1[cH:25][cH:26][c:27]([CH:30]2[CH2:31][CH2:32][CH2:33][CH2:34][CH2:35]2)[cH:28][cH:29]1)=[O:36]. Yields the product c1ccc2c(c1)CC(Nc1ncnc3nc[nH]c13)C2. Reactants: CCO, Clc1ncnc2nc[nH]c12, NC1Cc2ccccc2C1. RXN SMILES: [CH3:21][CH2:22][OH:23].[Cl:1][c:2]1[c:3]2[nH:4][cH:5][n:6][c:7]2[n:8][cH:9][n:10]1.[NH2:11][CH:12]1[CH2:13][c:14]2[cH:15][cH:16][cH:17][cH:18][c:19]2[CH2:20]1>>[c:2]1([NH:11][CH:12]2[CH2:13][c:14]3[cH:15][cH:16][cH:17][cH:18][c:19]3[CH2:20]2)[c:3]2[nH:4][cH:5][n:6][c:7]2[n:8][cH:9][n:10]1. The reactants are O=O (oxygene), C12CC3CC(CC(C1)C3)C2 (adamantane), ON1C(N(C(N(C1=O)O)=O)O)=O (hexahydro-1,3,5-trihydroxy-1,3,5-triazine-2,4,6-trione). Run in C(C)(=O)O (acetic acid). Product: C12C(C3CC(CC(C1)C3)C2)=O (2-adamantanon), C12(CC3CC(CC(C1)C3)C2)O (1-adamantanol), C12(CC3(CC(CC(C1)C3)C2)O)O (1,3-adamantanediol). Reaction SMILES: [CH:1]12[CH2:10][CH:5]3[CH2:6][CH:7]([CH2:9][CH:3]([CH2:4]3)[CH2:2]1)[CH2:8]2.[OH:11]N1C(=O)N(O)C(=O)N(O)[C:13]1=[O:22].[O:23]=O>C(O)(=O)C>[CH:1]12[CH2:10][CH:5]3[CH2:6][CH:7]([CH2:9][CH:3]([CH2:4]3)[C:2]1=[O:11])[CH2:8]2.[C:13]12([OH:22])[CH2:9][CH:3]3[CH2:4][CH:5]([CH2:10][CH:1]([CH2:2]3)[CH2:8]1)[CH2:6]2.[C:13]12([OH:22])[CH2:9][CH:7]3[CH2:6][CH:5]([CH2:10][C:1]([OH:23])([CH2:8]3)[CH2:2]1)[CH2:4]2. Procedure: A mixture of 1.00 g of adamantane, 0.026 g of hexahydro-1,3,5-trihydroxy-1,3,5-triazine-2,4,6-trione (2% by mole relative to adamantane), 9.0 g of acetic acid and 0.003 g of acetylacetonatovanadium(III) was stirred at 85° C. in an atmosphere of oxygene gas (1 atm=0.1 MPa) for 6 hours. The resulting product in the reaction mixture was analyzed by gas chromatography and was found to yield 2-adamantanon, 1-adamantanol and 1,3-adamantanediol in 3%, 27% and 4% yields, respectively, at 41% conversion ... The reactants are ClC=1C=C(C#N)C=C(C1)OC1=C(C=CC(=C1)C#C)Cl (3-chloro-5-(2-chloro-5-ethynylphenoxy)benzonitrile), IC1=NN(C2=NC=CC=C21)C(=O)OC(C)(C)C (tert-butyl 3-iodo-1H-pyrazolo[3,4-b]pyridine-1-carboxylate). The reagents and catalysts are C1(=CC=CC=C1)P(C1=CC=CC=C1)(C1=CC=CC=C1)[Pd-](P(C1=CC=CC=C1)(C1=CC=CC=C1)C1=CC=CC=C1)Cl (bis(triphenylphosphino)palladium (II) chloride), [Cu]I (CuI). The solvent is CN(C)C=O (DMF). Yields the product C(C)(C)(C)OC(=O)N1N=C(C2=C1C=CC=N2)C#CC2=CC(=C(C=C2)Cl)OC2=CC(=CC(=C2)C#N)Cl (tert-butyl-3-{[4-chloro-3-(3-chloro-5-cyanophenoxy)phenyl]ethynyl}-1H-pyrazolo[3,4-]pyridine-1-carboxylate). As a reaction SMILES: [Cl:1][C:2]1[CH:3]=[C:4]([CH:7]=[C:8]([O:10][C:11]2[CH:16]=[C:15]([C:17]#[CH:18])[CH:14]=[CH:13][C:12]=2[Cl:19])[CH:9]=1)[C:5]#[N:6].I[C:21]1[C:29]2[C:24](=NC=CC=2)[N:23]([C:30]([O:32][C:33]([CH3:36])([CH3:35])[CH3:34])=[O:31])[N:22]=1>CN(C=O)C.C1(P([Pd-](Cl)P(C2C=CC=CC=2)(C2C=CC=CC=2)C2C=CC=CC=2)(C2C=CC=CC=2)C2C=CC=CC=2)C=CC=CC=1.[Cu]I>[C:33]([O:32][C:30]([N:23]1[C:24]2[CH:3]=[CH:4][CH:5]=[N:6][C:29]=2[C:21]([C:18]#[C:17][C:15]2[CH:14]=[CH:13][C:12]([Cl:19])=[C:11]([O:10][C:8]3[CH:7]=[C:4]([C:5]#[N:6])[CH:3]=[C:2]([Cl:1])[CH:9]=3)[CH:16]=2)=[N:22]1)=[O:31])([CH3:34])([CH3:35])[CH3:36]. Procedure: A solution of 147 mg (0.51 mmol) of 3-chloro-5-(2-chloro-5-ethynylphenoxy)benzonitrile, 166 mg (0.48 mmol) of tert-butyl 3-iodo-1H-pyrazolo[3,4-b]pyridine-1-carboxylate, 17 mg (0.03 mmol) of bis(triphenylphosphino)palladium (II) chloride, and 9.00 mg (0.05 mmol) of CuI in 2.5 mL DMF/5 mL triethylamine under nitrogen was stirred at room temperature for one hour. The reaction mixture was concentrated in vacuo to a dark oil. The crude oil was purified by flash chromatography over silica gel with 2.... Starting materials: [OH-].[Li+] (Lithium hydroxide), C(C1=CC=CC=C1)N(C(CC1=CC(=C(OCC2=C(C(=O)OC)C=CC=C2)C=C1)F)=O)CCCCCC (Methyl 2-[(4-{2-[benzyl(hexyl)amino]-2-oxoethyl}-2-fluorophenoxy)methyl]benzoate), Cl (hydrochloric acid). Solvent: O (water), C1CCOC1 (THF). Reaction conditions: time 7 minute. Product: C(C1=CC=CC=C1)N(C(CC1=CC(=C(OCC2=C(C(=O)O)C=CC=C2)C=C1)F)=O)CCCCCC ((4-{2-[Benzyl(hexyl)amino]-2-oxoethyl}-2-fluorophenoxy methyl]benzoic acid). Yield: 83.9%. As a reaction SMILES: [CH2:1]([N:8]([CH2:31][CH2:32][CH2:33][CH2:34][CH2:35][CH3:36])[C:9](=[O:30])[CH2:10][C:11]1[CH:28]=[CH:27][C:14]([O:15][CH2:16][C:17]2[CH:26]=[CH:25][CH:24]=[CH:23][C:18]=2[C:19]([O:21]C)=[O:20])=[C:13]([F:29])[CH:12]=1)[C:2]1[CH:7]=[CH:6][CH:5]=[CH:4][CH:3]=1.[OH-].[Li+].Cl>C1COCC1.O>[CH2:1]([N:8]([CH2:31][CH2:32][CH2:33][CH2:34][CH2:35][CH3:36])[C:9](=[O:30])[CH2:10][C:11]1[CH:28]=[CH:27][C:14]([O:15][CH2:16][C:17]2[CH:26]=[CH:25][CH:24]=[CH:23][C:18]=2[C:19]([OH:21])=[O:20])=[C:13]([F:29])[CH:12]=1)[C:2]1[CH:7]=[CH:6][CH:5]=[CH:4][CH:3]=1 |f:1.2|. Reported procedure: Methyl 2-[(4-{2-[benzyl(hexyl)amino]-2-oxoethyl}-2-fluorophenoxy)methyl]benzoate (109 mg, 0.222 mmol) was dissolved in THF (2 ml). Lithium hydroxide (10.6 mg, 0.444 mmol) solved in water (1 ml) was added. The mixture was put in a microwave oven (Smith Synthesizer) at 150° C. for 7 minutes. It was then acidified with 1% hydrochloric acid, pH˜3, and extracted with ethyl acetate. The organic extract was washed with brine and dried (magnesium sulphate) and evaporated. Chromatography of the residue o... The reactants are C(C)(C)(C)OC(=O)N[C@@H]([C@@H](C)C1=CC=C(C(=O)OCCCC)C=C1)C(=O)N1C[C@H](CC1)F (Butyl 4-{(1S,2S)-2-[(tert-butoxycarbonyl)amino]-3-[(3S)-3-fluoropyrrolidin-1-yl]-1-methyl-3-oxopropyl}benzoate), [H][H] (hydrogen). Reagents/catalysts: [Pt](=O)=O (platinum(IV) oxide). The solvent is C(C)(=O)O (acetic acid). Product: C(C)(C)(C)OC(=O)N[C@@H]([C@@H](C)C1CCC(CC1)C(=O)OCCCC)C(=O)N1C[C@H](CC1)F (Butyl 4-{(1S,2S)-2-[(tert-butoxycarbonyl)amino]-3-[(3S)-3-fluoropyrrolidin-1-yl]-1-methyl-3-oxopropyl}cyclohexanecarboxylate). As a reaction SMILES: [C:1]([O:5][C:6]([NH:8][C@H:9]([C:25]([N:27]1[CH2:31][CH2:30][C@H:29]([F:32])[CH2:28]1)=[O:26])[C@H:10]([C:12]1[CH:24]=[CH:23][C:15]([C:16]([O:18][CH2:19][CH2:20][CH2:21][CH3:22])=[O:17])=[CH:14][CH:13]=1)[CH3:11])=[O:7])([CH3:4])([CH3:3])[CH3:2].[H][H]>C(O)(=O)C.[Pt](=O)=O>[C:1]([O:5][C:6]([NH:8][C@H:9]([C:25]([N:27]1[CH2:31][CH2:30][C@H:29]([F:32])[CH2:28]1)=[O:26])[C@H:10]([CH:12]1[CH2:24][CH2:23][CH:15]([C:16]([O:18][CH2:19][CH2:20][CH2:21][CH3:22])=[O:17])[CH2:14][CH2:13]1)[CH3:11])=[O:7])([CH3:3])([CH3:4])[CH3:2]. Procedure details: To a solution of the material prepared in Step A (2.8 g, 6.1 mmol) in acetic acid (100 mL) was added solid platinum(IV) oxide (0.75 g). The mixture was placed under 3 atm of hydrogen gas at ambient temperature for 36 h. The mixture was filtered through Celite, and the resulting solution was concentrated in vacuo affording the title compound as a 2:1 mixture of cis and trans cyclohexyl diastereomers, which was used without further purification.